From a dataset of the Open Reaction Database (ORD), a public repository of structured organic reaction records. describe an organic reaction: reactants, conditions, products, and yield Reactants: CCOC(=O)CP(=O)(OCC)OCC, COc1ccnc(-c2ccc(C=O)c([N+](=O)[O-])c2)c1, [H-], [Na+], C1CCOC1, O. Product: CCOC(=O)C=Cc1ccc(-c2cc(OC)ccn2)cc1[N+](=O)[O-]. Reaction SMILES: [CH2:3]([CH3:4])[O:5][C:6]([CH2:7][P:8]([O:9][CH2:10][CH3:11])([O:12][CH2:13][CH3:14])=[O:15])=[O:16].[CH3:17][O:18][c:19]1[cH:20][c:21](-[c:25]2[cH:26][c:27]([N+:33](=[O:34])[O-:35])[c:28]([CH:29]=[O:30])[cH:31][cH:32]2)[n:22][cH:23][cH:24]1.[H-:1].[Na+:2].[O:37]1[CH2:38][CH2:39][CH2:40][CH2:41]1.[OH2:36]>>[CH2:3]([CH3:4])[O:5][C:6]([CH:7]=[CH:29][c:28]1[c:27]([N+:33](=[O:34])[O-:35])[cH:26][c:25](-[c:21]2[cH:20][c:19]([O:18][CH3:17])[cH:24][cH:23][n:22]2)[cH:32][cH:31]1)=[O:16]. Starting materials: C(#N)C=1C(=NSC1NC(OC1=CC=CC=C1)=O)N(C)CC (phenyl (4-cyano-3-(ethylmethylamino)-5-isothiazolyl)carbamate), CN(C=O)C (dimethylformamide). The product is CN(C(=O)NC1=C(C(=NS1)N(C)CC)C#N)C (1,1-dimethyl-3-(4-cyano-3-(ethylmethylamino)-5-isothiazolyl)urea). RXN SMILES: [C:1]([C:3]1[C:4]([N:18]([CH2:20][CH3:21])[CH3:19])=[N:5][S:6][C:7]=1[NH:8][C:9](=[O:17])OC1C=CC=CC=1)#[N:2].[CH3:22][N:23](C)[CH:24]=O>>[CH3:22][N:23]([CH3:24])[C:9]([NH:8][C:7]1[S:6][N:5]=[C:4]([N:18]([CH2:20][CH3:21])[CH3:19])[C:3]=1[C:1]#[N:2])=[O:17]. Procedure details: A solution of 10.6 g of phenyl (4-cyano-3-(ethylmethylamino)-5-isothiazolyl)carbamate and 25 ml of dimethylformamide was placed in a pressure bottle. This solution was cooled and 5 ml of dimethylamine (previously collected in a dry-ice trap) were added. The pressure bottle was sealed and allowed to warm slowly to room temperature. The reaction mixture was then heated at 80° for approximately 16 hours. The reaction mixture was cooled in a dry ice bath and the vessel was opened. The reaction mixtu... Starting materials: ClC1=CC(=C(C=C1)O)[N+](=O)[O-] (4-chloro-2-nitrophenol), O (water), F[B-](F)(F)F.O=[N+]=O (nitronium tetrafluoroborate). The solvent is C(C)#N (acetonitrile). Reaction conditions: time 2 hour. Product: ClC1=CC(=C(C(=C1)[N+](=O)[O-])O)[N+](=O)[O-] (4-Chloro-2,6-dinitrophenol), crystals. RXN SMILES: [Cl:1][C:2]1[CH:7]=[CH:6][C:5]([OH:8])=[C:4]([N+:9]([O-:11])=[O:10])[CH:3]=1.F[B-](F)(F)F.[O:17]=[N+:18]=[O:19].O>C(#N)C>[Cl:1][C:2]1[CH:7]=[C:6]([N+:18]([O-:19])=[O:17])[C:5]([OH:8])=[C:4]([N+:9]([O-:11])=[O:10])[CH:3]=1 |f:1.2|. Reported procedure: A solution of 4-chloro-2-nitrophenol (4 g, 23 mmol) in acetonitrile (100 ml) was cooled to −25 C.°, and gradually added with nitronium tetrafluoroborate powder (4.9 g). The reaction mixture was stirred for 2 hours while the temperature was raised to −10 C.°, and the reaction was stopped by adding 10 ml of water. The acetonitrile was evaporated under reduced pressure, and the residue was diluted with diethyl ether. The ether layer was washed with water, then washed twice with saturated brine, and... Starting materials: CON=CC1=CC(=C(C=C1)[N+](=O)[O-])O[Si](C(C)C)(C(C)C)C(C)C (4-nitro-3-[(triisopropylsilyl)oxy]benzaldehyde O-methyloxime), C(=O)=O (carbon dioxide), [H][H] (hydrogen), C(=O)O (formic acid). Reagents/catalysts: [Pd] (palladium on carbon). Run in C(C)O (ethanol), O1CCCC1 (tetrahydrofuran). Yields the product NCC1=CC(=C(C=C1)N)O[Si](C(C)C)(C(C)C)C(C)C ({4-(aminomethyl)-2-[(triisopropylsilyl)oxy]phenyl}amine), diformic acid. As a reaction SMILES: CO[N:3]=[CH:4][C:5]1[CH:10]=[CH:9][C:8]([N+:11]([O-])=O)=[C:7]([O:14][Si:15]([CH:22]([CH3:24])[CH3:23])([CH:19]([CH3:21])[CH3:20])[CH:16]([CH3:18])[CH3:17])[CH:6]=1.C(=O)=O.C(O)=O.[H][H]>C(O)C.O1CCCC1.[Pd]>[NH2:3][CH2:4][C:5]1[CH:10]=[CH:9][C:8]([NH2:11])=[C:7]([O:14][Si:15]([CH:19]([CH3:21])[CH3:20])([CH:22]([CH3:24])[CH3:23])[CH:16]([CH3:17])[CH3:18])[CH:6]=1. Procedure: A solution of 4-nitro-3-[(triisopropylsilyl)oxy]benzaldehyde O-methyloxime (0.70 g, 2.0 mmol) in ethanol (13 mL) and tetrahydrofuran (3 mL) is degassed with solid carbon dioxide, then charged with 5% palladium on carbon (100 mg) and 88% formic acid (0.8 mL). The mixture is stirred under 1 atm hydrogen gas overnight. The mixture is then filtered through a pad of diatomaceous earth, and the filtrate is concentrated under reduced pressure to give {4-(aminomethyl)-2-[(triisopropylsilyl)oxy]phenyl}am... Reactants: O1C(CCCC1)ONC(=O)[C@@H](C\C=C\C1=CC=CC=C1)[C@H](C(=O)NN(C([C@H](N)COC(C)(C)C)=O)CC(C)C)CC(C)C ((E)-2(R)-[1(S)-[(tetrahydro-2(RS)-pyranyloxy)carbamoyl]-4-phenyl-3-butenyl]-2′-isobutyl-2′-(O-tert.butyl-D-seryl)-4-methylvalerohydrazide), C1(=CC=C(C=C1)S(=O)(=O)O)C (p-toluenesulphonic acid). Solvent: CO (methanol). Conditions: time 3.5 hour. Product: C1(=CC=C(C=C1)S(=O)(=O)O)C.ONC(=O)[C@@H](C\C=C\C1=CC=CC=C1)[C@H](C(=O)NN(C([C@H](N)COC(C)(C)C)=O)CC(C)C)CC(C)C ((E)-2(R)-[1(S)-(hydroxycarbamoyl)-4-phenyl-3-butenyl]-2′-isobutyl-2′-(O-tert.butyl-D-seryl)-4-methylvalerohydrazide p-toluenesulphonate). Yield: 87.3%. Reaction SMILES: O1CCCCC1[O:7][NH:8][C:9]([C@H:11]([C@@H:21]([CH2:40][CH:41]([CH3:43])[CH3:42])[C:22]([NH:24][N:25]([CH2:36][CH:37]([CH3:39])[CH3:38])[C:26](=[O:35])[C@@H:27]([CH2:29][O:30][C:31]([CH3:34])([CH3:33])[CH3:32])[NH2:28])=[O:23])[CH2:12]/[CH:13]=[CH:14]/[C:15]1[CH:20]=[CH:19][CH:18]=[CH:17][CH:16]=1)=[O:10].[C:44]1([CH3:54])[CH:49]=[CH:48][C:47]([S:50]([OH:53])(=[O:52])=[O:51])=[CH:46][CH:45]=1>CO>[C:44]1([CH3:54])[CH:45]=[CH:46][C:47]([S:50]([OH:53])(=[O:51])=[O:52])=[CH:48][CH:49]=1.[OH:7][NH:8][C:9]([C@H:11]([C@@H:21]([CH2:40][CH:41]([CH3:43])[CH3:42])[C:22]([NH:24][N:25]([CH2:36][CH:37]([CH3:38])[CH3:39])[C:26](=[O:35])[C@@H:27]([CH2:29][O:30][C:31]([CH3:32])([CH3:34])[CH3:33])[NH2:28])=[O:23])[CH2:12]/[CH:13]=[CH:14]/[C:15]1[CH:20]=[CH:19][CH:18]=[CH:17][CH:16]=1)=[O:10] |f:3.4|. Procedure: A solution of 0.38 g of (E)-2(R)-[1(S)-[(tetrahydro-2(RS)-pyranyloxy)carbamoyl]-4-phenyl-3-butenyl]-2′-isobutyl-2′-(O-tert.butyl-D-seryl)-4-methylvalerohydrazide in 5 ml of methanol was treated with 0.144 g of p-toluenesulphonic acid. The mixture was stirred for 3.5 hours at room temperature and evaporated to give a solid. This was triturated with diethyl ether, filtered off and dried to give 0.38 g of (E)-2(R)-[1(S)-(hydroxycarbamoyl)-4-phenyl-3-butenyl]-2′-isobutyl-2′-(O-tert.butyl-D-seryl)-4-... The reactants are COc1cc(Nc2ncc3c(C)nc(-c4ccccc4OC(C)=O)n3n2)cc(OC)c1OC, C1CCOC1, CCOC(C)=O, Cl, [Li+], [OH-], O, O. The product is COc1cc(Nc2ncc3c(C)nc(-c4ccccc4O)n3n2)cc(OC)c1OC. RXN SMILES: [C:1](=[O:2])([CH3:3])[O:4][c:5]1[c:6](-[c:11]2[n:12][c:13]([CH3:33])[c:14]3[cH:15][n:16][c:17]([NH:20][c:21]4[cH:22][c:23]([O:31][CH3:32])[c:24]([O:29][CH3:30])[c:25]([O:27][CH3:28])[cH:26]4)[n:18][n:19]23)[cH:7][cH:8][cH:9][cH:10]1.[CH2:34]1[O:35][CH2:36][CH2:37][CH2:38]1.[CH3:44][CH2:45][O:46][C:47]([CH3:48])=[O:49].[ClH:42].[Li+:41].[OH-:40].[OH2:39].[OH2:43]>>[OH:4][c:5]1[c:6](-[c:11]2[n:12][c:13]([CH3:33])[c:14]3[cH:15][n:16][c:17]([NH:20][c:21]4[cH:22][c:23]([O:31][CH3:32])[c:24]([O:29][CH3:30])[c:25]([O:27][CH3:28])[cH:26]4)[n:18][n:19]23)[cH:7][cH:8][cH:9][cH:10]1. Reactants: Clc1ccc2sc(-c3ccccc3)c(CBr)c2c1, [C-]#N, CS(C)=O, [Na+]. Product: N#CCc1c(-c2ccccc2)sc2ccc(Cl)cc12. Reaction SMILES: [Br:4][CH2:5][c:6]1[c:7](-[c:16]2[cH:17][cH:18][cH:19][cH:20][cH:21]2)[s:8][c:9]2[c:10]1[cH:11][c:12]([Cl:15])[cH:13][cH:14]2.[C-:1]#[N:2].[CH3:22][S:23](=[O:24])[CH3:25].[Na+:3]>>[C:1](#[N:2])[CH2:5][c:6]1[c:7](-[c:16]2[cH:17][cH:18][cH:19][cH:20][cH:21]2)[s:8][c:9]2[c:10]1[cH:11][c:12]([Cl:15])[cH:13][cH:14]2. The reactants are CC(N)Cc1c[nH]c2ccccc12, CCO, c1cc2nnnn2cc1C1CO1. Product: CC(Cc1c[nH]c2ccccc12)NCC(O)c1ccc2nnnn2c1. RXN SMILES: [CH3:13][CH:14]([NH2:15])[CH2:16][c:17]1[cH:18][nH:19][c:20]2[cH:21][cH:22][cH:23][cH:24][c:25]12.[CH3:26][CH2:27][OH:28].[n:1]1[n:2][n:3][n:4]2[c:5]1[cH:6][cH:7][c:8]([CH:10]1[O:11][CH2:12]1)[cH:9]2>>[n:1]1[n:2][n:3][n:4]2[c:5]1[cH:6][cH:7][c:8]([CH:10]([OH:11])[CH2:12][NH:15][CH:14]([CH3:13])[CH2:16][c:17]1[cH:18][nH:19][c:20]3[cH:21][cH:22][cH:23][cH:24][c:25]13)[cH:9]2. Reactants: COC(C1=CC(C(=O)OC)=CC(=C1)O)=O (dimethyl-5-hydroxyisophthalate), BrCCCCCCCCCCCCCCCC (1-bromohexadecane), C(=O)([O-])[O-].[K+].[K+] (K2CO3). Solvent: CC#N (CH3CN). The product is COC(C1=CC(C(=O)OC)=CC(=C1)OCCCCCCCCCCCCCCCC)=O (Dimethyl-5-hexadecyloxyisophthalate). The yield is 85.3%. RXN SMILES: [CH3:1][O:2][C:3](=[O:15])[C:4]1[CH:13]=[C:12]([OH:14])[CH:11]=[C:6]([C:7]([O:9][CH3:10])=[O:8])[CH:5]=1.Br[CH2:17][CH2:18][CH2:19][CH2:20][CH2:21][CH2:22][CH2:23][CH2:24][CH2:25][CH2:26][CH2:27][CH2:28][CH2:29][CH2:30][CH2:31][CH3:32].C([O-])([O-])=O.[K+].[K+]>CC#N>[CH3:10][O:9][C:7](=[O:8])[C:6]1[CH:11]=[C:12]([O:14][CH2:32][CH2:31][CH2:30][CH2:29][CH2:28][CH2:27][CH2:26][CH2:25][CH2:24][CH2:23][CH2:22][CH2:21][CH2:20][CH2:19][CH2:18][CH3:17])[CH:13]=[C:4]([C:3]([O:2][CH3:1])=[O:15])[CH:5]=1 |f:2.3.4|. Procedure details: The product was generated using general protocol D using dimethyl-5-hydroxyisophthalate (3.920 g, 18.7 mmol), 1-bromohexadecane (5.18 g, 17.0 mmol), K2CO3 (9.37 g, 67.8 mmol), CH3CN (100 mL) yielded 6.30 g (86.5%) of a white solid. 1H NMR (CDCl3, 600 MHz) δ: 8.26 (t, 3J=1.4 Hz, 1H, Ar—H), 7.74 (d, 3J=1.5 Hz, 2H, Ar—H), 4.03 (t, 3J=6.5 Hz, 2H, O—CH2), 3.94 (s, 6H, COO—CH3), 1.80 (p, 3J=7.3 Hz, 2H, OCH2CH2), 1.46 (p, 3J=7.6 Hz, 2H, OCH2CH2CH2), 1.26 (m, 24H), 0.88 (t, 3J=6.8, 3H, CH2—CH3.